Task: describe an organic reaction: reactants, conditions, products, and yield. Dataset: the Open Reaction Database (ORD), a public repository of structured organic reaction records Starting materials: ClC=1C=C(OC=2C(N(C=CC2C(F)(F)F)CC2=NN(C3=NC=CC=C32)C(=O)OC(C)(C)C)=O)C=C(C1)C#N (tert-butyl 3-{[3-(3-chloro-5-cyanophenoxy)-2-oxo-4-(trifluoromethyl)pyridin-1(2H)-yl]methyl}-1H-pyrazolo[3,4-b]pyridine-1-carboxylate). Solvent: C(=O)(C(F)(F)F)O (TFA). Run at time 30 minute. Yields the product ClC=1C=C(C#N)C=C(C1)OC=1C(N(C=CC1C(F)(F)F)CC1=NNC2=NC=CC=C21)=O (3-chloro-5-{[2-oxo-1-(1H-pyrazolo[3,4-b]pyridin-3-ylmethyl)-4-(trifluoromethyl)-1,2-dihydropyridin-3-yl]oxy}benzonitrile). RXN SMILES: [Cl:1][C:2]1[CH:3]=[C:4]([CH:34]=[C:35]([C:37]#[N:38])[CH:36]=1)[O:5][C:6]1[C:7](=[O:33])[N:8]([CH2:16][C:17]2[C:25]3[C:20](=[N:21][CH:22]=[CH:23][CH:24]=3)[N:19](C(OC(C)(C)C)=O)[N:18]=2)[CH:9]=[CH:10][C:11]=1[C:12]([F:15])([F:14])[F:13]>C(O)(C(F)(F)F)=O>[Cl:1][C:2]1[CH:36]=[C:35]([CH:34]=[C:4]([O:5][C:6]2[C:7](=[O:33])[N:8]([CH2:16][C:17]3[C:25]4[C:20](=[N:21][CH:22]=[CH:23][CH:24]=4)[NH:19][N:18]=3)[CH:9]=[CH:10][C:11]=2[C:12]([F:14])([F:15])[F:13])[CH:3]=1)[C:37]#[N:38]. Procedure details: To a round bottom flask charged with tert-butyl 3-{[3-(3-chloro-5-cyanophenoxy)-2-oxo-4-(trifluoromethyl)pyridin-1(2H)-yl]methyl}-1H-pyrazolo[3,4-b]pyridine-1-carboxylate (0.940 g, 1.72 mmol) was added TFA (50 mL). After 30 minutes, the reaction mixture was concentrated under reduced pressure. The residue was dissolved in hot acetonitrile (500 mL), hot filtered and allowed to cool to room temperature. After 1 day, the crystallized solids were filtered to yield the title compound as a white solid... Starting materials: CC1(C)C2CCC1(CS(=O)(=O)O)C(=O)C2, CCO, Cc1ccccc1, CN1CCC(N2CCN(C(=O)Nc3cc(Oc4ccc(N)cc4)ccn3)CC2)CC1, O=C(Cc1ccccc1)N=C=S. Product: CN1CCC(N2CCN(C(=O)Nc3cc(Oc4ccc(NC(=S)NC(=O)Cc5ccccc5)cc4)ccn3)CC2)CC1. RXN SMILES: [C:31]12([CH2:32][S:33]([OH:34])(=[O:35])=[O:36])[C:37]([CH3:38])([CH3:39])[CH:40]([CH2:41][CH2:42]1)[CH2:43][C:44]2=[O:45].[CH3:58][CH2:59][OH:60].[CH3:61][c:62]1[cH:63][cH:64][cH:65][cH:66][cH:67]1.[NH2:1][c:2]1[cH:3][cH:4][c:5]([O:6][c:7]2[cH:8][c:9]([NH:13][C:14](=[O:15])[N:16]3[CH2:17][CH2:18][N:19]([CH:22]4[CH2:23][CH2:24][N:25]([CH3:28])[CH2:26][CH2:27]4)[CH2:20][CH2:21]3)[n:10][cH:11][cH:12]2)[cH:29][cH:30]1.[c:46]1([CH2:52][C:53](=[O:54])[N:55]=[C:56]=[S:57])[cH:47][cH:48][cH:49][cH:50][cH:51]1>>[NH:1]([c:2]1[cH:3][cH:4][c:5]([O:6][c:7]2[cH:8][c:9]([NH:13][C:14](=[O:15])[N:16]3[CH2:17][CH2:18][N:19]([CH:22]4[CH2:23][CH2:24][N:25]([CH3:28])[CH2:26][CH2:27]4)[CH2:20][CH2:21]3)[n:10][cH:11][cH:12]2)[cH:29][cH:30]1)[C:56]([NH:55][C:53]([CH2:52][c:46]1[cH:47][cH:48][cH:49][cH:50][cH:51]1)=[O:54])=[S:57]. Solvent: C(Cl)(Cl)Cl (chloroform). Procedure: A mixture of 2-(5-amino-2-phenyl-4-pyrimidinylamino)-N-methyl-N-phenylacetamide (3.6 g) obtained in Example 124, acetic anhydride (10 ml) and pyridine (7 ml) is stirred at room temperature for four hours. To the reaction mixture is added chloroform, and the mixture is washed with 1N hydrochloric acid, then washed with a saturated aqueous sodium hydrogen carbonate solution. The chloroform layer is collected, dried over anhydrous sodium sulfate, and concentrated under reduced pressure. The residue... Reactants: NC=1C(=NC(=NC1)C1=CC=CC=C1)NCC(=O)N(C1=CC=CC=C1)C (2-(5-amino-2-phenyl-4-pyrimidinylamino)-N-methyl-N-phenylacetamide), C(C)(=O)OC(C)=O (acetic anhydride), N1=CC=CC=C1 (pyridine). Yields the product C(C)(=O)NC=1C(=NC(=NC1)C1=CC=CC=C1)NCC(=O)N(C1=CC=CC=C1)C (2-(5-acetylamino-2-phenyl-4-pyrimidinylamino)-N-methyl-N-phenylacetamide). Reaction SMILES: [NH2:1][C:2]1[C:3]([NH:14][CH2:15][C:16]([N:18]([CH3:25])[C:19]2[CH:24]=[CH:23][CH:22]=[CH:21][CH:20]=2)=[O:17])=[N:4][C:5]([C:8]2[CH:13]=[CH:12][CH:11]=[CH:10][CH:9]=2)=[N:6][CH:7]=1.[C:26](OC(=O)C)(=[O:28])[CH3:27].N1C=CC=CC=1>C(Cl)(Cl)Cl>[C:26]([NH:1][C:2]1[C:3]([NH:14][CH2:15][C:16]([N:18]([CH3:25])[C:19]2[CH:24]=[CH:23][CH:22]=[CH:21][CH:20]=2)=[O:17])=[N:4][C:5]([C:8]2[CH:9]=[CH:10][CH:11]=[CH:12][CH:13]=2)=[N:6][CH:7]=1)(=[O:28])[CH3:27]. Reaction conditions: time 4 hour. Reaction SMILES: [CH3:39][CH2:40][O:41][C:42](=[O:43])[CH3:44].[F:1][c:2]1[cH:3][cH:4][c:5]([CH2:6][N:7]2[C:8](=[O:36])[C:9]([C:19]3=[N:20][S:21](=[O:34])(=[O:35])[c:22]4[c:23]([cH:25][cH:26][c:27]([NH:29][S:30](=[O:31])(=[O:32])[CH3:33])[cH:28]4)[NH:24]3)=[C:10]([OH:18])[CH:11]([CH2:13][CH:14]=[C:15]([CH3:16])[CH3:17])[CH2:12]2)[cH:37][cH:38]1>>[F:1][c:2]1[cH:3][cH:4][c:5]([CH2:6][N:7]2[C:8](=[O:36])[C:9]([C:19]3=[N:20][S:21](=[O:34])(=[O:35])[c:22]4[c:23]([cH:25][cH:26][c:27]([NH:29][S:30](=[O:31])(=[O:32])[CH3:33])[cH:28]4)[NH:24]3)=[C:10]([OH:18])[CH:11]([CH2:13][CH2:14][CH:15]([CH3:16])[CH3:17])[CH2:12]2)[cH:37][cH:38]1. The reactants are CCOC(C)=O, CC(C)=CCC1CN(Cc2ccc(F)cc2)C(=O)C(C2=NS(=O)(=O)c3cc(NS(C)(=O)=O)ccc3N2)=C1O. The product is CC(C)CCC1CN(Cc2ccc(F)cc2)C(=O)C(C2=NS(=O)(=O)c3cc(NS(C)(=O)=O)ccc3N2)=C1O. Reactants: CS(=O)(=O)OCCC=1C(OC2=C(C1C)C(=C(C(=C2)OC)OC)OC)=O (3-[2-(methanesulphonyloxy)ethyl]-5,6,7-trimethoxy-4-methyl-2H-1-benzopyran-2-one), C1(=CC=CC=C1)N1CCNCC1 (1-phenylpiperazine). The solvent is CC(C)(C)OC.C(C)(C)O (TBME isopropanol). Yields the product COC1=C(C(=CC2=C1C(=C(C(O2)=O)CCN2CCN(CC2)C2=CC=CC=C2)C)OC)OC (5,6,7-trimethoxy-4-methyl-3-[2-(4-phenyl-1-piperazinyl)ethyl]-2H-1-benzopyran-2-one). The yield is 49.0%. Reaction SMILES: CS(O[CH2:6][CH2:7][C:8]1[C:9](=[O:25])[O:10][C:11]2[CH:18]=[C:17]([O:19][CH3:20])[C:16]([O:21][CH3:22])=[C:15]([O:23][CH3:24])[C:12]=2[C:13]=1[CH3:14])(=O)=O.[C:26]1([N:32]2[CH2:37][CH2:36][NH:35][CH2:34][CH2:33]2)[CH:31]=[CH:30][CH:29]=[CH:28][CH:27]=1>CC(OC)(C)C.C(O)(C)C>[CH3:24][O:23][C:15]1[C:12]2[C:13]([CH3:14])=[C:8]([CH2:7][CH2:6][N:35]3[CH2:36][CH2:37][N:32]([C:26]4[CH:31]=[CH:30][CH:29]=[CH:28][CH:27]=4)[CH2:33][CH2:34]3)[C:9](=[O:25])[O:10][C:11]=2[CH:18]=[C:17]([O:19][CH3:20])[C:16]=1[O:21][CH3:22] |f:2.3|. Procedure: Process B; starting materials: 3-[2-(methanesulphonyloxy)ethyl]-5,6,7-trimethoxy-4-methyl-2H-1-benzopyran-2-one (Example 34) and 1-phenylpiperazine; yield 49%; m.p. 136°-137° C. (from TBME/isopropanol). Reactants: BrC=1C(=C(C=C(C1Cl)F)[N+](=O)[O-])Cl (3-bromo-2,4-dichloro-5-fluoronitrobenzene), [OH-].[Na+] (NaOH), C[O-].[Na+] (sodium methoxide). Run in CO (methanol). The product is ClC1=C(C=C(C(=C1OC)Cl)F)[N+](=O)[O-] (2,4-dichloro-5-fluoro-3-methoxynitrobenzene). Isolated yield 728.6%. As a reaction SMILES: Br[C:2]1[C:3]([Cl:13])=[C:4]([N+:10]([O-:12])=[O:11])[CH:5]=[C:6]([F:9])[C:7]=1[Cl:8].[OH-:14].[Na+].[CH3:16][O-].[Na+]>CO>[Cl:13][C:3]1[C:2]([O:14][CH3:16])=[C:7]([Cl:8])[C:6]([F:9])=[CH:5][C:4]=1[N+:10]([O-:12])=[O:11] |f:1.2,3.4|. Procedure: 120 g of 3-bromo-2,4-dichloro-5-fluoronitrobenzene (0.415 mol), 1.66 g of NaOH (0.042 mol) and 26.9 g of sodium methoxide (0.498 mol) in 500 ml of methanol were stirred at 60° C. for 4 hours. The reactant was extracted with ethyl ether, washed successively with water, dilute hydrochloric acid solution, and water, dried over anhydrous sodium sulfate, and evaporated. The residue was recrystallized from ethanol to give 73.5 g of 2,4-dichloro-5-fluoro-3-methoxynitrobenzene (0.306 mol) in 73.8% yield... Starting materials: resultant mixture, O (Water), CN (Methylamine), CC1=C(NC2=CC=CC=C12)C=O (3-methylindole-2-carboxaldehyde), [BH4-].[Na+] (Sodium borohydride). Solvent: CO (methanol). Conditions: time 5 hour. The product is CC1=C(NC2=CC=CC=C12)CNC (3-methyl-2-(methylaminomethyl)indole). The yield is 71.3%. As a reaction SMILES: [CH3:1][NH2:2].[CH3:3][C:4]1[C:12]2[C:7](=[CH:8][CH:9]=[CH:10][CH:11]=2)[NH:6][C:5]=1[CH:13]=O.[BH4-].[Na+].O>CO>[CH3:3][C:4]1[C:12]2[C:7](=[CH:8][CH:9]=[CH:10][CH:11]=2)[NH:6][C:5]=1[CH2:13][NH:2][CH3:1] |f:2.3|. Procedure details: Methylamine (0.34 mL, 8.4 mmol, 33% in ethanol) was added to a solution of 3-methylindole-2-carboxaldehyde (447 mg, 2.8 mmol) in methanol (10 mL) and stirred for 5 hours. Sodium borohydride (104 mg, 2.8 mmol) was slowly added at 0° C. The resultant mixture was warmed to room temperature and stirred overnight. Water (2 mL) was added slowly at 0° C. and the mixture was evaporated to a paste. The paste was partitioned between water (2 mL) and dichloromethane (15 mL). The layers were separated and t... The reactants are COCc1cc(C#N)cc(C(=O)OC)c1, [Li+], C1CCOC1, [OH-]. Product: COCc1cc(C#N)cc(C(=O)O)c1. RXN SMILES: [C:1](#[N:2])[c:3]1[cH:4][c:5]([C:6](=[O:7])[O:8][CH3:9])[cH:10][c:11]([CH2:13][O:14][CH3:15])[cH:12]1.[Li+:16].[O:18]1[CH2:19][CH2:20][CH2:21][CH2:22]1.[OH-:17]>>[C:1](#[N:2])[c:3]1[cH:4][c:5]([C:6](=[O:7])[OH:8])[cH:10][c:11]([CH2:13][O:14][CH3:15])[cH:12]1. Reactants: BrCC=1C(=CC=CC1)CBr (α,α'-dibromo-o-xylene), Cl (HCl), NC1CN(CCC1C1=NOC2=C1C=CC(=C2)F)CC(C)O (3-amino-2-hydroxypropyl-4-(6-fluoro-1,2-benzisoxazol-3-yl)piperidine), C(=O)([O-])[O-].[K+].[K+] (K2CO3), C(C)#N (acetonitrile). RXN SMILES: N[CH:2]1[CH:7]([C:8]2[C:12]3[CH:13]=[CH:14][C:15]([F:17])=[CH:16][C:11]=3[O:10][N:9]=2)[CH2:6][CH2:5][N:4]([CH2:18][CH:19]([OH:21])[CH3:20])[CH2:3]1.C([O-])([O-])=O.[K+].[K+].Br[CH2:29][C:30]1[C:31]([CH2:36]Br)=[CH:32][CH:33]=[CH:34][CH:35]=1.[ClH:38].C(#[N:41])C>C(O)C>[ClH:38].[ClH:38].[F:17][C:15]1[CH:14]=[CH:13][C:12]2[C:8]([CH:7]3[CH2:6][CH2:5][N:4]([CH2:18][CH:19]([OH:21])[CH2:20][N:41]4[CH2:36][C:31]5[C:30](=[CH:35][CH:34]=[CH:33][CH:32]=5)[CH2:29]4)[CH2:3][CH2:2]3)=[N:9][O:10][C:11]=2[CH:16]=1 |f:1.2.3,8.9.10|. Product: Cl.Cl.FC1=CC2=C(C(=NO2)C2CCN(CC2)CC(CN2CC3=CC=CC=C3C2)O)C=C1 (N-[3-[4-(6-Fluoro-1,2-benzisoxazol-3-yl)-1-piperidinyl]-2-hydroxy-1-propyl]-2,3-dihydro-1H-isoindole dihydrochloride). The solvent is C(C)O (ethanol), C(C)O (ethanol). Procedure details: To a stirred mixture of 1-(3-amino-2-hydroxypropyl-4-(6-fluoro-1,2-benzisoxazol-3-yl)piperidine (2.24 g, 7.6 mmol), K2CO3 (1.61 g, 11.7 mmol) in acetonitrile (100 ml) was added α,α'-dibromo-o-xylene (1.54 g, 6.1 mmol). The mixture was heated at reflux for 4 hours then cooled. The insolubles were filtered. The dark red solution was concentrated down. The residue was purified by flash chromatography over s silica gel column (SiO2, 30 g; eluted with 1% CH3OH in dichloromethane). The product so obta...